From a dataset of the Open Reaction Database (ORD), a public repository of structured organic reaction records. describe an organic reaction: reactants, conditions, products, and yield Starting materials: OC=1C=CC2=C(SC(=C2OC2=CC=C(C=C2)/C=C/C(=O)OC(C)(C)C)C2=C(C=CC=C2)C(C)C)C1 ((E)-tert-butyl 3-(4-((6-hydroxy-2-(2-isopropylphenyl)benzo[b]thiophen-3-yl)oxy)phenyl)acrylate), C(C)(=O)O (acetic acid), Cl.CN(CCCN=C=NCC)C (N-(3-dimethylaminopropyl)-N′-ethylcarbodiimide hydrochloride). The reagents and catalysts are CN(C1=CC=NC=C1)C (4-dimethylaminopyridine). The solvent is C(Cl)Cl (DCM). Conditions: time 16 hour. The product is C(C)(=O)OC=1C=CC2=C(SC(=C2OC2=CC=C(C=C2)/C=C/C(=O)OC(C)(C)C)C2=C(C=CC=C2)C(C)C)C1 ((E)-tert-butyl 3-(4-((6-acetoxy-2-(2-isopropylphenyl)benzo[b]thiophen-3-yl)oxy)phenyl)acrylate). Isolated yield 95.3%. RXN SMILES: [OH:1][C:2]1[CH:3]=[CH:4][C:5]2[C:9]([O:10][C:11]3[CH:16]=[CH:15][C:14](/[CH:17]=[CH:18]/[C:19]([O:21][C:22]([CH3:25])([CH3:24])[CH3:23])=[O:20])=[CH:13][CH:12]=3)=[C:8]([C:26]3[CH:31]=[CH:30][CH:29]=[CH:28][C:27]=3[CH:32]([CH3:34])[CH3:33])[S:7][C:6]=2[CH:35]=1.[C:36](O)(=[O:38])[CH3:37].Cl.CN(C)CCCN=C=NCC>C(Cl)Cl.CN(C)C1C=CN=CC=1>[C:36]([O:1][C:2]1[CH:3]=[CH:4][C:5]2[C:9]([O:10][C:11]3[CH:12]=[CH:13][C:14](/[CH:17]=[CH:18]/[C:19]([O:21][C:22]([CH3:25])([CH3:24])[CH3:23])=[O:20])=[CH:15][CH:16]=3)=[C:8]([C:26]3[CH:31]=[CH:30][CH:29]=[CH:28][C:27]=3[CH:32]([CH3:33])[CH3:34])[S:7][C:6]=2[CH:35]=1)(=[O:38])[CH3:37] |f:2.3|. Procedure details: To a solution of (E)-tert-butyl 3-(4-((6-hydroxy-2-(2-isopropylphenyl)benzo[b]thiophen-3-yl)oxy)phenyl)acrylate (63 mg, 0.129 mmol) in DCM (2.5 mL) was added acetic acid (0.030 mL, 0.518 mmol), N-(3-dimethylaminopropyl)-N′-ethylcarbodiimide hydrochloride (99 mg, 0.518 mmol) and 4-dimethylaminopyridine (9.49 mg, 0.078 mmol). The resulting mixture was stirred at room temperature for 16 h after which time the reaction was quenched by addition of 0.1N HCl and diluted with DCM. The phases were separa... The reactants are CCOC(=O)c1ccc(N2CCN(c3ccc(C(=O)Nc4cccc(C(C)(C)C)c4)cn3)CC2)cc1, C1CCOC1, O. Product: CC(C)(C)c1cccc(NC(=O)c2ccc(N3CCN(c4ccc(C(=O)O)cc4)CC3)nc2)c1. RXN SMILES: [CH2:1]([CH3:2])[O:3][C:4]([c:5]1[cH:6][cH:7][c:8]([N:11]2[CH2:12][CH2:13][N:14]([c:17]3[n:18][cH:19][c:20]([C:23]([NH:24][c:25]4[cH:26][c:27]([C:31]([CH3:32])([CH3:33])[CH3:34])[cH:28][cH:29][cH:30]4)=[O:35])[cH:21][cH:22]3)[CH2:15][CH2:16]2)[cH:9][cH:10]1)=[O:36].[CH2:37]1[O:38][CH2:39][CH2:40][CH2:41]1.[OH2:42]>>[O:3]=[C:4]([c:5]1[cH:6][cH:7][c:8]([N:11]2[CH2:12][CH2:13][N:14]([c:17]3[n:18][cH:19][c:20]([C:23]([NH:24][c:25]4[cH:26][c:27]([C:31]([CH3:32])([CH3:33])[CH3:34])[cH:28][cH:29][cH:30]4)=[O:35])[cH:21][cH:22]3)[CH2:15][CH2:16]2)[cH:9][cH:10]1)[OH:36]. Starting materials: ( 2 ), CC1=CC=C(C=C1)S(=O)(=O)OC[C@H]1COC2=C(O1)C=C(C=C2Cl)S(=O)(=O)C ([(2R)-5-chloro-7-(methylsulfonyl)-2,3-dihydro-1,4-benzodioxin-2-yl]methyl 4-methylbenzenesulfonate), ( 8 ), N1CCCC1 (pyrrolidine), ( 4 ), ( 5 ). The solvent is C(C)#N (ACN). Product: ClC1=CC(=CC=2O[C@H](COC21)CN2CCCC2)S(=O)(=O)C (1-{[(2S)-5-CHLORO-7-(METHYLSULFONYL)-2,3-DIHYDRO-1,4-BENZODIOXIN-2-YL]METHYL}PYRROLIDINE). As a reaction SMILES: CC1C=CC(S(O[CH2:12][C@@H:13]2[O:18][C:17]3[CH:19]=[C:20]([S:24]([CH3:27])(=[O:26])=[O:25])[CH:21]=[C:22]([Cl:23])[C:16]=3[O:15][CH2:14]2)(=O)=O)=CC=1.[NH:28]1[CH2:32][CH2:31][CH2:30][CH2:29]1>C(#N)C>[Cl:23][C:22]1[C:16]2[O:15][CH2:14][C@H:13]([CH2:12][N:28]3[CH2:32][CH2:31][CH2:30][CH2:29]3)[O:18][C:17]=2[CH:19]=[C:20]([S:24]([CH3:27])(=[O:25])=[O:26])[CH:21]=1. Procedure details: Preparation according to Example 57 using [(2R)-5-chloro-7-(methylsulfonyl)-2,3-dihydro-1,4-benzodioxin-2-yl]methyl 4-methylbenzenesulfonate (0.027 g, 0.062 mmol), pyrrolidine (0.5 ml), ACN (3 ml). MS m/z (rel. intensity, 70 eV) 331 (M+, 0.4), 110 (4), 85 (8), 84 (bp), 63 (2), 55 (5). RXN SMILES: [Cl:1][C:2]1[S:6][C:5]([S:7]([N:10]2[CH2:15][CH2:14][N:13](C3N=C(N)C4C(=CC(OC)=C(OC)C=4)N=3)[CH2:12][CH2:11]2)(=[O:9])=[O:8])=[CH:4][CH:3]=1.N1CCNCC1.ClC1SC(S(Cl)(=O)=O)=CC=1>CO>[Cl:1][C:2]1[S:6][C:5]([S:7]([N:10]2[CH2:11][CH2:12][NH:13][CH2:14][CH2:15]2)(=[O:8])=[O:9])=[CH:4][CH:3]=1. The reactants are ClC1=CC=C(S1)S(=O)(=O)N1CCN(CC1)C1=NC2=CC(=C(C=C2C(=N1)N)OC)OC (2-[4-(5-Chloro-thiophene-2-sulfonyl)-piperazin-1-yl]-6,7-dimethoxy-quinazolin-4-ylamine), N1CCNCC1 (piperazine), ClC1=CC=C(S1)S(=O)(=O)Cl (5-chloro-thiophene-2-sulfonyl chloride). Run in CO (methanol). Product: ClC1=CC=C(S1)S(=O)(=O)N1CCNCC1 (1-(5-chloro-thiophene-2-sulfonyl)-piperazine). Procedure details: Method B (14, 20, 23, 32). 2-[4-(5-Chloro-thiophene-2-sulfonyl)-piperazin-1-yl]-6,7-dimethoxy-quinazolin-4-ylamine (14): To a solution of piperazine (0.517 g, 6.0 mmol) and 5-chloro-thiophene-2-sulfonyl chloride (0.436 g, 2.0 mmol) in methanol (10 mL), the mixture was stirred at room temperature for 1 h. The solvent was evaporated, and the residue was purified with silica gel chromatography to obtain 1-(5-chloro-thiophene-2-sulfonyl)-piperazine. The intermediate (0.266 g, 1.0 mmol) and 4-amino-2... Starting materials: O=C=Nc1ccccc1F, COC(=O)C(CSCC(CC(=O)O)C(=O)c1cccnc1)NC(=O)OCC1c2ccccc2-c2ccccc21. Product: COC(=O)C(CSCC(CC(=O)O)C(=O)c1cccnc1)NC(=O)Nc1ccccc1F. RXN SMILES: [F:40][c:41]1[c:42]([N:47]=[C:48]=[O:49])[cH:43][cH:44][cH:45][cH:46]1.[cH:1]1[c:2]2[c:12]([cH:13][cH:14][cH:15]1)-[c:7]1[c:6]([cH:11][cH:10][cH:9][cH:8]1)[CH:3]2[CH2:4][O:5][C:16](=[O:17])[NH:18][CH:19]([CH2:20][S:21][CH2:22][CH:23]([CH2:24][C:25](=[O:26])[OH:27])[C:28]([c:29]1[cH:30][n:31][cH:32][cH:33][cH:34]1)=[O:35])[C:36](=[O:37])[O:38][CH3:39]>>[C:16](=[O:17])([NH:18][CH:19]([CH2:20][S:21][CH2:22][CH:23]([CH2:24][C:25](=[O:26])[OH:27])[C:28]([c:29]1[cH:30][n:31][cH:32][cH:33][cH:34]1)=[O:35])[C:36](=[O:37])[O:38][CH3:39])[NH:47][c:42]1[c:41]([F:40])[cH:46][cH:45][cH:44][cH:43]1.